From a dataset of the Open Reaction Database (ORD), a public repository of structured organic reaction records. describe an organic reaction: reactants, conditions, products, and yield Reactants: NC1=C(C(=O)N)C=CC=N1 (2-amino-nicotinamide), 1H-1,2,4-triaazole-1-acetic acid, C(C)(C)N(CC)C(C)C (diisopropylethylamine), N1(N=NC2=C1N=CC=C2)OC(=[N+](C)C)N(C)C (O-(7-azabenzotriazol-1-yl)-N,N,N′,N′-tetramethyluronium), CN(C)C=O (DMF). Reaction conditions: time 18 hour. Product: N1(N=CN=C1)CC(=O)NC1=C(C(=O)N)C=CC=N1 (2-(2-[1,2,4]triazol-1-yl-acetylamino)-nicotinamide). As a reaction SMILES: [NH2:1][C:2]1[N:10]=[CH:9][CH:8]=[CH:7][C:3]=1[C:4]([NH2:6])=[O:5].[CH:11]([N:14]([CH:17](C)C)CC)(C)[CH3:12].[N:20]1(OC(N(C)C)=[N+](C)C)[C:24]2[N:25]=CC=CC=2N=N1.CN(C=[O:41])C>>[N:14]1([CH2:11][C:12]([NH:1][C:2]2[N:10]=[CH:9][CH:8]=[CH:7][C:3]=2[C:4]([NH2:6])=[O:5])=[O:41])[CH:17]=[N:25][CH:24]=[N:20]1. Procedure: To a solution of 2-amino-nicotinamide (200 mg, 1.4 mmol) in DMF (3 ml) was added successively 1H-1,2,4-triaazole-1-acetic acid [28711-29-7] (185 mg, 1.4 mmol), diisopropylethylamine [7087-68-5] (200 μl, 1.4 mmol) and O-(7-azabenzotriazol-1-yl)-N,N,N′,N′-tetramethyluronium hexafluorophosphatehexafluorophosphate [200731-31-3] (555 mg, 1.4 mmol) at r.t. The reaction mixture was stirred for 18 hours. The solvent was removed in vacuo, and the residue was digested with dichloromethane to yield product... The reactants are BrB(Br)Br, ClCCl, COc1ccc2[nH]c3c(C=O)c4ccncc4c(C)c3c2c1. Product: Cc1c2cnccc2c(C=O)c2[nH]c3ccc(O)cc3c12. As a reaction SMILES: [B:1]([Br:2])([Br:3])[Br:4].[CH2:27]([Cl:28])[Cl:29].[CH3:5][O:6][c:7]1[cH:8][c:9]2[c:10]3[c:11]([CH3:26])[c:12]4[c:13]([c:14]([CH:20]=[O:21])[c:15]3[nH:16][c:17]2[cH:18][cH:19]1)[cH:22][cH:23][n:24][cH:25]4>>[OH:6][c:7]1[cH:8][c:9]2[c:10]3[c:11]([CH3:26])[c:12]4[c:13]([c:14]([CH:20]=[O:21])[c:15]3[nH:16][c:17]2[cH:18][cH:19]1)[cH:22][cH:23][n:24][cH:25]4.